Dataset: the Open Reaction Database (ORD), a public repository of structured organic reaction records. Task: describe an organic reaction: reactants, conditions, products, and yield The reactants are CCOC(=O)CN(C(=O)CCCc1ccnc(C(=O)OC(C)(C)C)c1N)c1ccccc1CC, CCO, [K+], [Na+], [OH-], O=S(=O)([O-])O. Yields the product CCc1ccccc1N(CC(=O)O)C(=O)CCCc1ccnc(C(=O)OC(C)(C)C)c1N. RXN SMILES: [CH2:1]([CH3:2])[O:3][C:4]([CH2:5][N:6]([c:7]1[c:8]([CH2:9][CH3:10])[cH:11][cH:12][cH:13][cH:14]1)[C:15]([CH2:16][CH2:17][CH2:18][c:19]1[c:20]([NH2:32])[c:21]([C:25](=[O:26])[O:27][C:28]([CH3:29])([CH3:30])[CH3:31])[n:22][cH:23][cH:24]1)=[O:33])=[O:34].[CH3:43][CH2:44][OH:45].[K+:42].[Na+:36].[OH-:35].[S:37](=[O:38])(=[O:39])([OH:40])[O-:41]>>[O:3]=[C:4]([CH2:5][N:6]([c:7]1[c:8]([CH2:9][CH3:10])[cH:11][cH:12][cH:13][cH:14]1)[C:15]([CH2:16][CH2:17][CH2:18][c:19]1[c:20]([NH2:32])[c:21]([C:25](=[O:26])[O:27][C:28]([CH3:29])([CH3:30])[CH3:31])[n:22][cH:23][cH:24]1)=[O:33])[OH:34]. Starting materials: O=C([O-])O, Cl, N=C1NC(=O)C(Cc2ccc(OCCN3CCOCC3)cc2)S1, [Na+]. The product is O=C1NC(=O)C(Cc2ccc(OCCN3CCOCC3)cc2)S1. As a reaction SMILES: [C:24]([OH:25])(=[O:26])[O-:27].[ClH:29].[NH:1]=[C:2]1[S:3][CH:4]([CH2:8][c:9]2[cH:10][cH:11][c:12]([O:15][CH2:16][CH2:17][N:18]3[CH2:19][CH2:20][O:21][CH2:22][CH2:23]3)[cH:13][cH:14]2)[C:5](=[O:7])[NH:6]1.[Na+:28]>>[C:2]1(=[O:25])[S:3][CH:4]([CH2:8][c:9]2[cH:10][cH:11][c:12]([O:15][CH2:16][CH2:17][N:18]3[CH2:19][CH2:20][O:21][CH2:22][CH2:23]3)[cH:13][cH:14]2)[C:5](=[O:7])[NH:6]1.